Dataset: the Open Reaction Database (ORD), a public repository of structured organic reaction records. Task: describe an organic reaction: reactants, conditions, products, and yield Reactants: CCOC(=O)c1sc(Br)nc1-c1cnc(Cl)cn1, CN1CCCC1, CCN(C(C)C)C(C)C, CCOC1CNCCC1NC(=O)c1[nH]c(C)c(Cl)c1Cl, O. Yields the product CCOC(=O)c1sc(N2CCC(NC(=O)c3[nH]c(C)c(Cl)c3Cl)C(OCC)C2)nc1-c1cnc(Cl)cn1. As a reaction SMILES: [Br:21][c:22]1[s:23][c:24]([C:34](=[O:35])[O:36][CH2:37][CH3:38])[c:25](-[c:27]2[n:28][cH:29][c:30]([Cl:33])[n:31][cH:32]2)[n:26]1.[CH3:49][N:50]1[CH2:51][CH2:52][CH2:53][CH2:54]1.[CH:39]([N:40]([CH2:41][CH3:42])[CH:43]([CH3:44])[CH3:45])([CH3:46])[CH3:47].[Cl:1][c:2]1[c:3]([C:9](=[O:10])[NH:11][CH:12]2[CH:13]([O:18][CH2:19][CH3:20])[CH2:14][NH:15][CH2:16][CH2:17]2)[nH:4][c:5]([CH3:8])[c:6]1[Cl:7].[OH2:48]>>[Cl:1][c:2]1[c:3]([C:9](=[O:10])[NH:11][CH:12]2[CH:13]([O:18][CH2:19][CH3:20])[CH2:14][N:15]([c:22]3[s:23][c:24]([C:34](=[O:35])[O:36][CH2:37][CH3:38])[c:25](-[c:27]4[n:28][cH:29][c:30]([Cl:33])[n:31][cH:32]4)[n:26]3)[CH2:16][CH2:17]2)[nH:4][c:5]([CH3:8])[c:6]1[Cl:7].